From a dataset of the Open Reaction Database (ORD), a public repository of structured organic reaction records. describe an organic reaction: reactants, conditions, products, and yield Reactants: O=Cc1cccc(Br)c1, C1CCOC1, CC(C)(C)[O-], CC(C)[P+](c1ccccc1)(c1ccccc1)c1ccccc1, [I-], [K+], C1COCCOCCOCCOCCOCCO1. Yields the product CC(C)=Cc1cccc(Br)c1. As a reaction SMILES: [Br:48][c:49]1[cH:50][c:51]([CH:52]=[O:53])[cH:54][cH:55][cH:56]1.[CH2:57]1[O:58][CH2:59][CH2:60][CH2:61]1.[CH3:42][C:43]([CH3:44])([O-:45])[CH3:46].[CH:2]([CH3:3])([CH3:4])[P+:5]([c:6]1[cH:7][cH:8][cH:9][cH:10][cH:11]1)([c:12]1[cH:13][cH:14][cH:15][cH:16][cH:17]1)[c:18]1[cH:19][cH:20][cH:21][cH:22][cH:23]1.[I-:1].[K+:47].[O:24]1[CH2:25][CH2:26][O:27][CH2:28][CH2:29][O:30][CH2:31][CH2:32][O:33][CH2:34][CH2:35][O:36][CH2:37][CH2:38][O:39][CH2:40][CH2:41]1>>[C:2]([CH3:3])([CH3:4])=[CH:52][c:51]1[cH:50][c:49]([Br:48])[cH:56][cH:55][cH:54]1. Starting materials: NC=1C=C(C=CC1)S(=O)(=O)N1CC(CC(C1)C(=O)N)C(=O)N (1-(3-Amino-benzenesulfonyl)piperidine-3,5-dicarboxylic acid diamide), N1=C(Cl)N=C(Cl)N=C1Cl (cyanuric chloride), P(=O)([O-])([O-])[O-] (phosphate), [OH-].[Na+] (NaOH). Run in CN(C=O)C (N,N-dimethylformamide), O (water), O1CCOCC1 (dioxane). Reaction conditions: time 2 hour. Product: ClC1=NC(=NC(=N1)NC1=CC(=CC=C1)S(=O)(=O)N1CC(CC(C1)C(N)=O)C(N)=O)NC1=CC(=CC=C1)S(=O)(=O)N1CC(CC(C1)C(N)=O)C(N)=O (2-Chloro-4,6-bis-[3-(3,5-dicarbamoyl-piperidine-1-sulfonyl)-phenylamino]-[1,3,5]triazine). Yield: 74.2%. RXN SMILES: [N:1]1[C:8](Cl)=[N:7][C:5](Cl)=[N:4][C:2]=1[Cl:3].P([O-])([O-])([O-])=O.[NH2:15][C:16]1[CH:17]=[C:18]([S:22]([N:25]2[CH2:30][CH:29]([C:31]([NH2:33])=[O:32])[CH2:28][CH:27]([C:34]([NH2:36])=[O:35])[CH2:26]2)(=[O:24])=[O:23])[CH:19]=[CH:20][CH:21]=1.[OH-:37].[Na+]>O1CCOCC1.CN(C)C=O.O>[Cl:3][C:2]1[N:1]=[C:8]([NH:15][C:16]2[CH:21]=[CH:20][CH:19]=[C:18]([S:22]([N:25]3[CH2:30][CH:29]([C:31](=[O:32])[NH2:33])[CH2:28][CH:27]([C:34](=[O:35])[NH2:36])[CH2:26]3)(=[O:24])=[O:23])[CH:17]=2)[N:7]=[C:5]([NH:15][C:16]2[CH:21]=[CH:20][CH:19]=[C:18]([S:22]([N:25]3[CH2:30][CH:29]([C:31](=[O:32])[NH2:33])[CH2:28][CH:27]([C:34](=[O:35])[NH2:36])[CH2:26]3)(=[O:23])=[O:37])[CH:17]=2)[N:4]=1 |f:3.4|. Procedure details: A solution of cyanuric chloride (280 mg, 1.5 mmol) in dioxane (5 ml) was added with stirring to phosphate buffer (10 ml, 0.3M, pH 7) at 0°-2° C. To the resulting suspension was added dropwise a solution of 1-(3-amino-benzenesulfonyl)piperidine-3,5-dicarboxylic acid diamide (Example 49, 1.0 g, 3.1 mmol) in N,N-dimethylformamide (5 ml) and the pH maintained at 6.5-7.2 by addition of 1N NaOH. After completion of the addition, the reaction mixture was warmed up to 50°-55° C. and stirred at that temp... Starting materials: CCN(CC)CCNC(=O)c1c[nH]c(C=O)c1C, C1CCNCC1, COc1cccc(-c2cccc3c2CC(=O)N3)c1, CCO. Yields the product CCN(CC)CCNC(=O)c1c[nH]c(C=C2C(=O)Nc3cccc(-c4cccc(OC)c4)c32)c1C. As a reaction SMILES: [CH2:19]([CH3:20])[N:21]([CH2:22][CH2:23][NH:24][C:25](=[O:26])[c:27]1[cH:28][nH:29][c:30]([CH:33]=[O:34])[c:31]1[CH3:32])[CH2:35][CH3:36].[CH2:37]1[CH2:38][CH2:39][NH:40][CH2:41][CH2:42]1.[CH3:1][O:2][c:3]1[cH:4][c:5](-[c:9]2[c:10]3[c:14]([cH:15][cH:16][cH:17]2)[NH:13][C:12](=[O:18])[CH2:11]3)[cH:6][cH:7][cH:8]1.[CH3:43][CH2:44][OH:45]>>[CH3:1][O:2][c:3]1[cH:4][c:5](-[c:9]2[c:10]3[c:14]([cH:15][cH:16][cH:17]2)[NH:13][C:12](=[O:18])[C:11]3=[CH:33][c:30]2[nH:29][cH:28][c:27]([C:25]([NH:24][CH2:23][CH2:22][N:21]([CH2:19][CH3:20])[CH2:35][CH3:36])=[O:26])[c:31]2[CH3:32])[cH:6][cH:7][cH:8]1.